The task is: describe an organic reaction: reactants, conditions, products, and yield. This data is from the Open Reaction Database (ORD), a public repository of structured organic reaction records. Isolated yield 46.0%. Product: OC=1C=C(C(=O)N(C)C)C=C(C1)C1=CN(C=2N=CN=C(C21)NCC2=NN1C(C(N2C2=CC=CC=C2)=O)=C(C=C1)C)COCC[Si](C)(C)C (3-Hydroxy-N,N-dimethyl-5-(4-(((5-methyl-4-oxo-3-phenyl-3,4-dihydropyrrolo[2,1-f][1,2,4]triazin-2-yl)methyl)amino)-7-((2-(trimethylsilyl)ethoxy)methyl)-7H-pyrrolo[2,3-d]pyrimidin-5-yl)benzamide). The reactants are BrC1=CN(C=2N=CN=C(C21)N[C@@H](C)C2=NN1C(C(N2C2=CC=CC=C2)=O)=C(C=C1)C)COCC[Si](C)(C)C ((S)-2-(1-((5-Bromo-7-((2-(trimethylsilyl)ethoxy)methyl)-7H-pyrrolo[2,3-d]pyrimidin-4-yl)amino)ethyl)-5-methyl-3-phenylpyrrolo[2,1-f][1,2,4]triazin-4(3H)-one), OC=1C=C(C(=O)N(C)C)C=C(C1)B1OC(C(O1)(C)C)(C)C (3-hydroxy-N,N-dimethyl-5-(4,4,5,5-tetramethyl-1,3,2-dioxaborolan-2-yl)benzamide), C([O-])([O-])=O.[Na+].[Na+] (sodium carbonate). Reported procedure: (S)-2-(1-((5-Bromo-7-((2-(trimethylsilyl)ethoxy)methyl)-7H-pyrrolo[2,3-d]pyrimidin-4-yl)amino)ethyl)-5-methyl-3-phenylpyrrolo[2,1-f][1,2,4]triazin-4(3H)-one (75 mg, 0.13 mmol) was treated with 3-hydroxy-N,N-dimethyl-5-(4,4,5,5-tetramethyl-1,3,2-dioxaborolan-2-yl)benzamide (92 mg, 0.32 mmol), sodium carbonate (33 mg, 0.32 mmol), 1,1′-bis(diphenylphosphino)ferrocene-palladium(II)dichloride dichloromethane complex (31 mg, 0.04 mmol) and 3 ml 1,2-dimethoxyethane and 0.75 ml water as a solvents accor... Solvent: COCCOC (1,2-dimethoxyethane), O (water). As a reaction SMILES: Br[C:2]1[C:10]2[C:9]([NH:11][C@H:12]([C:14]3[N:19]([C:20]4[CH:25]=[CH:24][CH:23]=[CH:22][CH:21]=4)[C:18](=[O:26])[C:17]4=[C:27]([CH3:30])[CH:28]=[CH:29][N:16]4[N:15]=3)C)=[N:8][CH:7]=[N:6][C:5]=2[N:4]([CH2:31][O:32][CH2:33][CH2:34][Si:35]([CH3:38])([CH3:37])[CH3:36])[CH:3]=1.[OH:39][C:40]1[CH:41]=[C:42]([CH:48]=[C:49](B2OC(C)(C)C(C)(C)O2)[CH:50]=1)[C:43]([N:45]([CH3:47])[CH3:46])=[O:44].C(=O)([O-])[O-].[Na+].[Na+]>COCCOC.O>[OH:39][C:40]1[CH:41]=[C:42]([CH:48]=[C:49]([C:2]2[C:10]3[C:9]([NH:11][CH2:12][C:14]4[N:19]([C:20]5[CH:25]=[CH:24][CH:23]=[CH:22][CH:21]=5)[C:18](=[O:26])[C:17]5=[C:27]([CH3:30])[CH:28]=[CH:29][N:16]5[N:15]=4)=[N:8][CH:7]=[N:6][C:5]=3[N:4]([CH2:31][O:32][CH2:33][CH2:34][Si:35]([CH3:38])([CH3:37])[CH3:36])[CH:3]=2)[CH:50]=1)[C:43]([N:45]([CH3:47])[CH3:46])=[O:44] |f:2.3.4|. The reactants are C(C1=CC=CC=C1)OC1=C2N(C(=NC1=O)CC1(CCCC1)N1C=CC=3C1=NC=CC3)CCN(C2=O)C (9-benzyloxy-2-methyl-6-(1-pyrrolo[2,3-b]pyridin-1-yl-cyclopentylmethyl)-3,4-dihydro-2H-pyrazino[1,2-c]pyrimidine-1,8-dione), OCCN(C(=O)C1=NC(=NC(=C1OCC1=CC=CC=C1)O)CC1(CCCC1)N1C=CC=2C1=NC=CC2)C2COC2 (5-Benzyloxy-6-hydroxy-2-(1-pyrrolo[2,3-b]pyridin-1-yl-cyclopentylmethyl)-pyrimidine-4-carboxylic acid (2-hydroxyethyl)-oxetan-3-yl-amide). The product is C(C1=CC=CC=C1)OC1=C2N(C(=NC1=O)CC1(CCCC1)N1C=CC=3C1=NC=CC3)CCN(C2=O)C2COC2 (9-Benzyloxy-2-oxetan-3-yl-6-(1-pyrrolo[2,3-b]pyridin-1-yl-cyclopentylmethyl)-3,4-dihydro-2H-pyrazino[1,2-c]pyrimidine-1,8-dione), solid. The yield is 6.0%. Reaction SMILES: C(OC1C(=O)N=C(CC2(N3C4=NC=CC=C4C=C3)CCCC2)N2CCN(C)C(=O)C=12)C1C=CC=CC=1.O[CH2:38][CH2:39][N:40]([CH:73]1[CH2:76][O:75][CH2:74]1)[C:41]([C:43]1[C:48]([O:49][CH2:50][C:51]2[CH:56]=[CH:55][CH:54]=[CH:53][CH:52]=2)=[C:47]([OH:57])[N:46]=[C:45]([CH2:58][C:59]2([N:64]3[C:68]4=[N:69][CH:70]=[CH:71][CH:72]=[C:67]4[CH:66]=[CH:65]3)[CH2:63][CH2:62][CH2:61][CH2:60]2)[N:44]=1)=[O:42]>>[CH2:50]([O:49][C:48]1[C:47](=[O:57])[N:46]=[C:45]([CH2:58][C:59]2([N:64]3[C:68]4=[N:69][CH:70]=[CH:71][CH:72]=[C:67]4[CH:66]=[CH:65]3)[CH2:60][CH2:61][CH2:62][CH2:63]2)[N:44]2[CH2:38][CH2:39][N:40]([CH:73]3[CH2:76][O:75][CH2:74]3)[C:41](=[O:42])[C:43]=12)[C:51]1[CH:56]=[CH:55][CH:54]=[CH:53][CH:52]=1. Procedure details: 9-Benzyloxy-2-oxetan-3-yl-6-(1-pyrrolo[2,3-b]pyridin-1-yl-cyclopentylmethyl)-3,4-dihydro-2H-pyrazino[1,2-c]pyrimidine-1,8-dione (423) was prepared following the same method as described for 9-benzyloxy-2-methyl-6-(1-pyrrolo[2,3-b]pyridin-1-yl-cyclopentylmethyl)-3,4-dihydro-2H-pyrazino[1,2-c]pyrimidine-1,8-dione (407) from 5-benzyloxy-6-hydroxy-2-(1-pyrrolo[2,3-b]pyridin-1-yl-cyclopentylmethyl)-pyrimidine-4-carboxylic acid (2-hydroxyethyl)-oxetan-3-yl-amide (422) (200 mg, 0.40 mmol) and was obtai... The reactants are CCn1cc(C(=O)O)c(=O)c2cc(F)c(Cl)cc21, Clc1cc(C2CNCCN2)c(Cl)s1, c1ccncc1. Product: CCn1cc(C(=O)O)c(=O)c2cc(F)c(N3CCNC(c4cc(Cl)sc4Cl)C3)cc21. Reaction SMILES: [Cl:14][c:15]1[c:16]([F:31])[cH:17][c:18]2[c:19](=[O:30])[c:20]([C:27](=[O:28])[OH:29])[cH:21][n:22]([CH2:25][CH3:26])[c:23]2[cH:24]1.[Cl:1][c:2]1[s:3][c:4]([Cl:13])[cH:5][c:6]1[CH:7]1[NH:8][CH2:9][CH2:10][NH:11][CH2:12]1.[cH:32]1[cH:33][cH:34][n:35][cH:36][cH:37]1>>[Cl:1][c:2]1[s:3][c:4]([Cl:13])[cH:5][c:6]1[CH:7]1[NH:8][CH2:9][CH2:10][N:11]([c:15]2[c:16]([F:31])[cH:17][c:18]3[c:19](=[O:30])[c:20]([C:27](=[O:28])[OH:29])[cH:21][n:22]([CH2:25][CH3:26])[c:23]3[cH:24]2)[CH2:12]1.